The task is: describe an organic reaction: reactants, conditions, products, and yield. This data is from the Open Reaction Database (ORD), a public repository of structured organic reaction records. Starting materials: C(#N)C1=CC(=C(C=C1)N1CCN(CC1)C(=O)OC(C)(C)C)C (tert-Butyl 4-(4-cyano-2-methylphenyl)piperazine-1-carboxylate), O (water), [OH-].[Na+] (sodium hydroxide). Run in CCO (EtOH). Run at temperature 90 celsius, time 10 hour. The product is C(C)(C)(C)OC(=O)N1CCN(CC1)C1=C(C=C(C(=O)O)C=C1)C (4-(4-(tert-Butoxycarbonyl)piperazin-1-yl)-3-methylbenzoic acid). Isolated yield 92.0%. As a reaction SMILES: [C:1]([C:3]1[CH:8]=[CH:7][C:6]([N:9]2[CH2:14][CH2:13][N:12]([C:15]([O:17][C:18]([CH3:21])([CH3:20])[CH3:19])=[O:16])[CH2:11][CH2:10]2)=[C:5]([CH3:22])[CH:4]=1)#N.[OH-:23].[Na+].[OH2:25]>CCO>[C:18]([O:17][C:15]([N:12]1[CH2:13][CH2:14][N:9]([C:6]2[CH:7]=[CH:8][C:3]([C:1]([OH:25])=[O:23])=[CH:4][C:5]=2[CH3:22])[CH2:10][CH2:11]1)=[O:16])([CH3:21])([CH3:20])[CH3:19] |f:1.2|. Procedure: To a suspension of tert-butyl 4-(4-cyano-2-methylphenyl)piperazine-1-carboxylate 293 (3.685 g, 12.23 mmol) in EtOH (Ratio: 1.000, 50 mL) and water (Ratio: 1.000, 10 mL) was added sodium hydroxide solution (8.48 mL, 162 mmol) at 23° C. The NaOH solution was rinsed forward with water (ratio: 1.000, 2.5 mL) The reaction was stirred at 90° C. for 10 hr. The reaction mixture was cooled to 23° C., neutralized with 3N HCl (52 mL), filtered, rinsed with H2O (3×10 mL), and the resulting solid was dried i... The reactants are CCO, CC(C)(C)OC(=O)N1CCC(c2nc(C3=CCOCC3)cn2CCN2CCCC2)CC1. As a reaction SMILES: [CH3:32][CH2:33][OH:34].[O:1]1[CH2:2][CH2:3][C:4]([c:7]2[n:8][c:9]([CH:19]3[CH2:20][CH2:21][N:22]([C:25](=[O:26])[O:27][C:28]([CH3:29])([CH3:30])[CH3:31])[CH2:23][CH2:24]3)[n:10]([CH2:12][CH2:13][N:14]3[CH2:15][CH2:16][CH2:17][CH2:18]3)[cH:11]2)=[CH:5][CH2:6]1>>[O:1]1[CH2:2][CH2:3][CH:4]([c:7]2[n:8][c:9]([CH:19]3[CH2:20][CH2:21][N:22]([C:25](=[O:26])[O:27][C:28]([CH3:29])([CH3:30])[CH3:31])[CH2:23][CH2:24]3)[n:10]([CH2:12][CH2:13][N:14]3[CH2:15][CH2:16][CH2:17][CH2:18]3)[cH:11]2)[CH2:5][CH2:6]1. Product: CC(C)(C)OC(=O)N1CCC(c2nc(C3CCOCC3)cn2CCN2CCCC2)CC1. Starting materials: C(C)OP(OCC)(=O)CSC1=NC2=C(N1)C=C(C(=C2)C2=CC(=C(C=C2)Cl)C)Cl ([6-Chloro-5-(4-chloro-3-methyl-phenyl)-1H-benzoimidazol-2-ylsulfanylmethyl]-phosphonic acid diethyl ester), Br[Si](C)(C)C (bromotrimethylsilane). The solvent is C(Cl)Cl (CH2Cl2), C[Si](N[Si](C)(C)C)(C)C (hexamethyldisilazane). Conditions: time 8 hour. The product is ClC=1C(=CC2=C(NC(=N2)SCP(O)(O)=O)C1)C1=CC(=C(C=C1)Cl)C ([6-Chloro-5-(4-chloro-3-methyl-phenyl)-1H-benzoimidazol-2ylsulfanylmethyl]-phosphonic acid). As a reaction SMILES: C([O:3][P:4]([CH2:9][S:10][C:11]1[NH:15][C:14]2[CH:16]=[C:17]([Cl:28])[C:18]([C:20]3[CH:25]=[CH:24][C:23]([Cl:26])=[C:22]([CH3:27])[CH:21]=3)=[CH:19][C:13]=2[N:12]=1)(=[O:8])[O:5]CC)C.Br[Si](C)(C)C>C(Cl)Cl.C[Si](C)(C)N[Si](C)(C)C>[Cl:28][C:17]1[C:18]([C:20]2[CH:25]=[CH:24][C:23]([Cl:26])=[C:22]([CH3:27])[CH:21]=2)=[CH:19][C:13]2[N:12]=[C:11]([S:10][CH2:9][P:4](=[O:3])([OH:8])[OH:5])[NH:15][C:14]=2[CH:16]=1. Reported procedure: To a solution of [6-Chloro-5-(4-chloro-3-methyl-phenyl)-1H-benzoimidazol-2-ylsulfanylmethyl]-phosphonic acid diethyl ester 12-1 (140 mg, 0.29 mmol) in CH2Cl2 (0.8 mL) and hexamethyldisilazane (0.8 mL) was added bromotrimethylsilane (0.40 mL, 3.0 mmol). After stirring overnight at room temperature, the volatiles were removed from the mixture via a rotary evaporator. The resulting residue was dissolved in EtOAc (2 mL) and filtered through a 0.45 μm syringe filter. The filtrate was evaporated to dr... Reactants: intermediate d, C(C)(C)(C)OC(=O)N1C[C@H]2CC3=CC(=C(N=C3N2[C@@H](C1)C)C(F)F)CO ((4R,9aR)-6-difluoromethyl-7-hydroxymethyl-4-methyl-3,4,9,9a-tetrahydro-1H-2,4a,5-triaza-fluorene-2-carboxylic acid tert-butyl ester), C(C)(C)(C)OC(=O)N1C[C@H]2CC3=CC(=C(N=C3N2[C@@H](C1)C)C(F)F)CO ((4R,9aR)-6-difluoromethyl-7-hydroxymethyl-4-methyl-3,4,9,9a-tetrahydro-1H-2,4a,5-triaza-fluorene-2-carboxylic acid tert-butyl ester), [H-].[Na+] (sodium hydride), C(C)Br (ethyl bromide). Yields the product C(C)(C)(C)OC(=O)N1C[C@H]2CC3=CC(=C(N=C3N2[C@@H](C1)C)C(F)F)COCC ((4R,9aR)-6-Difluoromethyl-7-ethoxymethyl-4-methyl-3,4,9,9a-tetrahydro-1H-2,4a,5-triaza-fluorene-2-carboxylic acid tert-butyl ester). Reaction SMILES: [C:1]([O:5][C:6]([N:8]1[CH2:20][C@@H:19]([CH3:21])[N:18]2[C@H:10]([CH2:11][C:12]3[C:17]2=[N:16][C:15]([CH:22]([F:24])[F:23])=[C:14]([CH2:25][OH:26])[CH:13]=3)[CH2:9]1)=[O:7])([CH3:4])([CH3:3])[CH3:2].[H-].[Na+].[CH2:29](Br)[CH3:30]>>[C:1]([O:5][C:6]([N:8]1[CH2:20][C@@H:19]([CH3:21])[N:18]2[C@H:10]([CH2:11][C:12]3[C:17]2=[N:16][C:15]([CH:22]([F:24])[F:23])=[C:14]([CH2:25][O:26][CH2:29][CH3:30])[CH:13]=3)[CH2:9]1)=[O:7])([CH3:2])([CH3:3])[CH3:4] |f:1.2|. Procedure details: This compound was prepared in analogy to example 1, intermediate d) from (4R,9aR)-6-difluoromethyl-7-hydroxymethyl-4-methyl-3,4,9,9a-tetrahydro-1H-2,4a,5-triaza-fluorene-2-carboxylic acid tert-butyl ester (example 26, intermediate b), sodium hydride and ethyl bromide. The reactants are C1(CC1)NC(=O)C=1C=CC(=C(C1)C=1C=C2C=CN(C(C2=CC1)=O)CC1CCN(CC1)C(=O)OC(C)(C)C)C (4-[6-(5-Cyclopropylcarbamoyl-2-methyl-phenyl)-1-oxo-1H-isoquinolin-2-ylmethyl]-piperidine-1-carboxylic acid, tert-butyl ester), Cl (HCl). Run in CO (methanol), O1CCOCC1 (1,4-dioxane). Run at time 2 hour. Yields the product C1(CC1)NC(C1=CC(=C(C=C1)C)C=1C=C2C=CN(C(C2=CC1)=O)CC1CCNCC1)=O (N-Cyclopropyl-4-methyl-3-(1-oxo-2-piperidin-4-ylmethyl-1,2-dihydro-isoquinolin-6-yl)-benzamide). RXN SMILES: [CH:1]1([NH:4][C:5]([C:7]2[CH:8]=[CH:9][C:10]([CH3:38])=[C:11]([C:13]3[CH:14]=[C:15]4[C:20](=[CH:21][CH:22]=3)[C:19](=[O:23])[N:18]([CH2:24][CH:25]3[CH2:30][CH2:29][N:28](C(OC(C)(C)C)=O)[CH2:27][CH2:26]3)[CH:17]=[CH:16]4)[CH:12]=2)=[O:6])[CH2:3][CH2:2]1.Cl>CO.O1CCOCC1>[CH:1]1([NH:4][C:5](=[O:6])[C:7]2[CH:8]=[CH:9][C:10]([CH3:38])=[C:11]([C:13]3[CH:14]=[C:15]4[C:20](=[CH:21][CH:22]=3)[C:19](=[O:23])[N:18]([CH2:24][CH:25]3[CH2:30][CH2:29][NH:28][CH2:27][CH2:26]3)[CH:17]=[CH:16]4)[CH:12]=2)[CH2:2][CH2:3]1. Reported procedure: To a solution of the product of step i) (170 mg) in methanol (5 mL) was added 4M HCl in 1,4-dioxane (5 mL). The solution was stirred at room temperature for 2 hours. The volatiles were removed under vacuum and the residue was purified by HPLC to yield the title compound as a solid (25 mg). Starting materials: C(C)(C)(C)OC(=O)NCCCCN1C(=NC=2C=NC=3C=CC=CC3C21)C (1-[4-(tert-butoxycarbonylamino)butyl]-2-methyl-1H-imidazo[4,5-c]quinoline), C(C)(=O)OO (peracetic acid), C(O)([O-])=O.[Na+] (sodium hydrogencarbonate). The solvent is C(C)(=O)OCC (ethyl acetate), C(Cl)(Cl)Cl (chloroform). Conditions: temperature 50 celsius, time 3 hour. The product is C(C)(C)(C)OC(=O)NCCCCN1C(=NC=2C=[N+](C=3C=CC=CC3C21)[O-])C (1-[4-(tert-butoxycarbonylamino)butyl]-2-methyl-1H-imidazo[4,5-c]quinoline-5-oxide). Yield: 83.0%. Reaction SMILES: [C:1]([O:5][C:6]([NH:8][CH2:9][CH2:10][CH2:11][CH2:12][N:13]1[C:25]2[C:24]3[CH:23]=[CH:22][CH:21]=[CH:20][C:19]=3[N:18]=[CH:17][C:16]=2[N:15]=[C:14]1[CH3:26])=[O:7])([CH3:4])([CH3:3])[CH3:2].C(OO)(=[O:29])C.C(=O)([O-])O.[Na+]>C(OCC)(=O)C.C(Cl)(Cl)Cl>[C:1]([O:5][C:6]([NH:8][CH2:9][CH2:10][CH2:11][CH2:12][N:13]1[C:25]2[C:24]3[CH:23]=[CH:22][CH:21]=[CH:20][C:19]=3[N+:18]([O-:29])=[CH:17][C:16]=2[N:15]=[C:14]1[CH3:26])=[O:7])([CH3:4])([CH3:3])[CH3:2] |f:2.3|. Reported procedure: 0.15 g (0.423 mmol) of 1-[4-(tert-butoxycarbonylamino)butyl]-2-methyl-1H-imidazo[4,5-c]quinoline) was dissolved in a mixed solvent of 5 ml of ethyl acetate and 5 ml of chloroform and 0.11 ml (0.508 mmol) of 32% peracetic acid was added thereto. The mixture was heated at 50° C. and stirred for 3 hours. After the reaction mixture was poured into a sodium hydrogencarbonate aqueous solution, the resulting solution was extracted with chloroform, dried (Na2SO4), then concentrated under reduced pressur... Starting materials: CC(C)(C)[O-], COS(=O)(=O)OC, Cc1ccsc1C(Cc1ccccc1O)N(C)C=O, [K+], C1CCOC1. Yields the product COc1ccccc1CC(c1sccc1C)N(C)C=O. As a reaction SMILES: [CH3:20][C:21]([CH3:22])([O-:23])[CH3:24].[CH3:26][O:27][S:28]([O:29][CH3:30])(=[O:31])=[O:32].[CH:1](=[O:2])[N:3]([CH:4]([CH2:5][c:6]1[c:7]([OH:12])[cH:8][cH:9][cH:10][cH:11]1)[c:13]1[s:14][cH:15][cH:16][c:17]1[CH3:18])[CH3:19].[K+:25].[O:33]1[CH2:34][CH2:35][CH2:36][CH2:37]1>>[CH:1](=[O:2])[N:3]([CH:4]([CH2:5][c:6]1[c:7]([O:12][CH3:20])[cH:8][cH:9][cH:10][cH:11]1)[c:13]1[s:14][cH:15][cH:16][c:17]1[CH3:18])[CH3:19]. The product is C(C1=CC=CC=C1)NC=1C=C(C(=O)O)C=C(C1Cl)S(=O)(=O)C (3-Benzylamino-4-chloro-5-methylsulfonyl benzoic acid). Reactants: CS(=O)(=O)C=1C=C(C(=O)O)C=C(C1Cl)N (3-methylsulfonyl-4-chloro-5-aminobenzoic acid), C(C1=CC=CC=C1)Br (benzyl bromide), Cl (hydrochloric acid). Solvent: [OH-].[Na+] (sodium hydroxide), O (water). Procedure: To a solution of 3-methylsulfonyl-4-chloro-5-aminobenzoic acid (1.25 g.) in 1N sodium hydroxide (5 ml.) is added benzyl bromide (1 ml.). The stirred reaction is heated at 45°-50° C. for 6 hours with the occasional addition of a few drops of 1N sodium hydroxide to maintain a pH of 9. The reaction mixture is diluted with water (50 ml.) and acidified with 1N hydrochloric acid to give 0.9 g. (53 %) of 3-benzylamino-4-chloro-5-methylsulfonylbenzoic acid, m.p. 254°-256.5° C. after recrystallization fr... Reagents/catalysts: [OH-].[Na+] (sodium hydroxide). RXN SMILES: [CH3:1][S:2]([C:5]1[CH:6]=[C:7]([CH:11]=[C:12]([NH2:15])[C:13]=1[Cl:14])[C:8]([OH:10])=[O:9])(=[O:4])=[O:3].[CH2:16](Br)[C:17]1[CH:22]=[CH:21][CH:20]=[CH:19][CH:18]=1.Cl>[OH-].[Na+].O>[CH2:16]([NH:15][C:12]1[CH:11]=[C:7]([CH:6]=[C:5]([S:2]([CH3:1])(=[O:4])=[O:3])[C:13]=1[Cl:14])[C:8]([OH:10])=[O:9])[C:17]1[CH:22]=[CH:21][CH:20]=[CH:19][CH:18]=1 |f:3.4|.